The task is: describe an organic reaction: reactants, conditions, products, and yield. This data is from the Open Reaction Database (ORD), a public repository of structured organic reaction records. Starting materials: FC(S(=O)(=O)OCC=C)(F)F (2-propen-1-yl trifluoromethanesulfonate), C(C1=CC=CC=C1)O (benzyl alcohol), FC(S(=O)(=O)OS(=O)(=O)C(F)(F)F)(F)F (trifluoromethanesulfonic anhydride). Run in C(Cl)(Cl)(Cl)Cl (carbon tetrachloride). Product: FC(S(=O)(=O)OCC1=CC=CC=C1)(F)F (Benzyl trifluoromethanesulfonate). As a reaction SMILES: [F:1][C:2]([F:11])([F:10])[S:3]([O:6][CH2:7][CH:8]=[CH2:9])(=[O:5])=[O:4].[CH2:12](O)[C:13]1C=CC=[CH:15][CH:14]=1.FC(F)(F)S(OS(C(F)(F)F)(=O)=O)(=O)=O>C(Cl)(Cl)(Cl)Cl>[F:11][C:2]([F:10])([F:1])[S:3]([O:6][CH2:7][C:8]1[CH:15]=[CH:14][CH:13]=[CH:12][CH:9]=1)(=[O:4])=[O:5]. Reported procedure: Benzyl trifluoromethanesulfonate was prepared in carbon tetrachloride solution and used as a dried solution in Examples 53 through 55, in the same way the 2-propen-1-yl trifluoromethanesulfonate was prepared and used in Examples 41 through 44, starting with benzyl alcohol and trifluoromethanesulfonic anhydride. Starting materials: CC(C)(C)OC(=O)N1CCCC(Oc2ccc3c(Cl)nccc3c2)C1, ClCCl, O=C(O)C(F)(F)F. Yields the product Clc1nccc2cc(OC3CCCNC3)ccc12. Reaction SMILES: [C:8]([O:9][C:10](=[O:11])[N:15]1[CH2:16][CH:17]([O:21][c:22]2[cH:23][c:24]3[cH:25][cH:26][n:27][c:28]([Cl:32])[c:29]3[cH:30][cH:31]2)[CH2:18][CH2:19][CH2:20]1)([CH3:12])([CH3:13])[CH3:14].[Cl:33][CH2:34][Cl:35].[OH:1][C:2]([C:3]([F:4])([F:5])[F:6])=[O:7]>>[NH:15]1[CH2:16][CH:17]([O:21][c:22]2[cH:23][c:24]3[cH:25][cH:26][n:27][c:28]([Cl:32])[c:29]3[cH:30][cH:31]2)[CH2:18][CH2:19][CH2:20]1.